This data is from the Open Reaction Database (ORD), a public repository of structured organic reaction records. The task is: describe an organic reaction: reactants, conditions, products, and yield Reactants: C/C(/CCC=O)=C\C1=CC=C(C=C1)C ((4E)-4-methyl-5-(4-methylphenyl)-4-pentenal), Cl.NO (hydroxylamine hydrochloride). Run in C(C)O (ethyl alcohol). Conditions: time 30 minute. Product: C/C(/CCC#N)=C\C1=CC=C(C=C1)C ((E)-4-methyl-5-p-tolylpent-4-enenitrile). Yield: 69.2%. Reaction SMILES: [CH3:1]/[C:2](=[CH:7]\[C:8]1[CH:13]=[CH:12][C:11]([CH3:14])=[CH:10][CH:9]=1)/[CH2:3][CH2:4][CH:5]=O.Cl.[NH2:16]O>C(O)C>[CH3:1]/[C:2](=[CH:7]\[C:8]1[CH:13]=[CH:12][C:11]([CH3:14])=[CH:10][CH:9]=1)/[CH2:3][CH2:4][C:5]#[N:16] |f:1.2|. Reported procedure: (4E)-4-methyl-5-(4-methylphenyl)-4-pentenal (3.2 g, 0.017 mol) and hydroxylamine hydrochloride (1.77 g, 0.025 mol) were heated together in 95% ethyl alcohol (55 ml) at reflux for 4 hours. After cooling to room temperature, ethanol was removed on the rotavapor. The residue was stirred in diethyl ether (250 ml) for 30 minutes. The solid was filtered off, rinsed with diethyl ether and discarded. The filtrate was evaporated under vacuum. The product was purified by column chromatography on silica ge... Starting materials: C(C)(=O)C1=C(C(=C2N1CCN(C2=O)C)OCC2=CC=CC=C2)C(=O)OCC (Ethyl 6-acetyl-8-(benzyloxy)-2-methyl-1-oxo-1,2,3,4-tetrahydro-pyrrolo[1,2-a]-pyrazine-7-carboxylate), BrBr (bromine), Br (hydrobromide), C([O-])(O)=O.[Na+] (sodium bicarbonate). The reagents and catalysts are C(C)(=O)O (acetic acid). Solvent: C(Cl)(Cl)Cl (chloroform), C(Cl)(Cl)Cl (chloroform). Product: BrCC(=O)C1=C(C(=C2N1CCN(C2=O)C)OCC2=CC=CC=C2)C(=O)OCC (Ethyl 6-(bromoacetyl)-8-(benzyloxy)-2-methyl-1-oxo-1,2,3,4-tetrahydropyrrolo[1,2-a]pyrazine-7-carboxylate). As a reaction SMILES: [C:1]([C:4]1[N:8]2[CH2:9][CH2:10][N:11]([CH3:14])[C:12](=[O:13])[C:7]2=[C:6]([O:15][CH2:16][C:17]2[CH:22]=[CH:21][CH:20]=[CH:19][CH:18]=2)[C:5]=1[C:23]([O:25][CH2:26][CH3:27])=[O:24])(=[O:3])[CH3:2].[Br:28]Br.Br.C(=O)(O)[O-].[Na+]>C(O)(=O)C.C(Cl)(Cl)Cl>[Br:28][CH2:2][C:1]([C:4]1[N:8]2[CH2:9][CH2:10][N:11]([CH3:14])[C:12](=[O:13])[C:7]2=[C:6]([O:15][CH2:16][C:17]2[CH:18]=[CH:19][CH:20]=[CH:21][CH:22]=2)[C:5]=1[C:23]([O:25][CH2:26][CH3:27])=[O:24])=[O:3] |f:3.4|. Procedure details: A solution of ethyl 6-acetyl-8-(benzyloxy)-2-methyl-1-oxo-1,2,3,4-tetrahydropyrrolo[1,2-a]pyrazine-7-carboxylate (0.50 g, 1.35 mmol; Example 7, step 7), bromine (0.24 g, 1.49 mmol), 33% hydrobromide in glacial acetic acid (10 drops) in chloroform (15 mL) was stirred at room temperature for 6 hours. The mixture was treated with aqueous sodium bicarbonate and diluted with chloroform. The organic extract was dried over anhydrous magnesium sulfate, filtered, and concentrated under vacuum. The residu... The reactants are CNC(C)CO, Cc1cc(Nc2ncnc3cccc(F)c23)ccc1O. Yields the product CNC(C)COc1cccc2ncnc(Nc3ccc(O)c(C)c3)c12. RXN SMILES: [CH3:1][NH:2][CH:3]([CH2:4][OH:5])[CH3:6].[F:7][c:8]1[c:9]2[c:10]([NH:18][c:19]3[cH:20][c:21]([CH3:26])[c:22]([OH:25])[cH:23][cH:24]3)[n:11][cH:12][n:13][c:14]2[cH:15][cH:16][cH:17]1>>[CH3:1][NH:2][CH:3]([CH2:4][O:5][c:8]1[c:9]2[c:10]([NH:18][c:19]3[cH:20][c:21]([CH3:26])[c:22]([OH:25])[cH:23][cH:24]3)[n:11][cH:12][n:13][c:14]2[cH:15][cH:16][cH:17]1)[CH3:6]. Starting materials: C(C)(=O)N1CCN(CC1)C=1N=CC2=C(N1)N=CC(=C2OCC)C(=O)OCC (ethyl 2-(4-acetyl-1-piperazinyl)-5-ethoxypyrido[2,3-d] pyrimidine-6-carboxylate), C(C)I (ethyl iodide). Product: C(C)(=O)N1CCN(CC1)C=1N=CC2=C(N1)N(C=C(C2=O)C(=O)OCC)CC (Ethyl 2-(4-acetyl-1-piperazinyl)-5,8-dihydro-8-ethyl-5-oxopyrido[2,3-d]pyrimidine-6-carboxylate). As a reaction SMILES: [C:1]([N:4]1[CH2:9][CH2:8][N:7]([C:10]2[N:11]=[CH:12][C:13]3[C:19]([O:20]CC)=[C:18]([C:23]([O:25][CH2:26][CH3:27])=[O:24])[CH:17]=[N:16][C:14]=3[N:15]=2)[CH2:6][CH2:5]1)(=[O:3])[CH3:2].[CH2:28](I)[CH3:29]>>[C:1]([N:4]1[CH2:9][CH2:8][N:7]([C:10]2[N:11]=[CH:12][C:13]3[C:19](=[O:20])[C:18]([C:23]([O:25][CH2:26][CH3:27])=[O:24])=[CH:17][N:16]([CH2:28][CH3:29])[C:14]=3[N:15]=2)[CH2:6][CH2:5]1)(=[O:3])[CH3:2]. Procedure: Following the procedure described in Example 37 using ethyl 2-(4-acetyl-1-piperazinyl)-5-ethoxypyrido[2,3-d] pyrimidine-6-carboxylate with ethyl iodide, there is obtained the product, m.p. 208° - 210°C with decomposition. Reactants: CN(C(=O)[C@@H](CC=C)NC(OCC1=CC=CC=C1)=O)C(C=C)C1=CC=CC=C1 (benzyl ((1R)-1-{[methyl(1-phenylprop-2-en-1-yl)amino]carbonyl}but-3-en-1-yl)carbamate). The reagents and catalysts are Cl[Ru](Cl)([P](C1CCCCC1)(C2CCCCC2)C3CCCCC3)([P](C4CCCCC4)(C5CCCCC5)C6CCCCC6)=CC7=CC=CC=C7 (Grubbs catalyst). The solvent is C1(=CC=CC=C1)C (Toluene). Reaction conditions: temperature 80 celsius, time 50 minute. Yields the product CN1C([C@@H](CC=C[C@H]1C1=CC=CC=C1)NC(OCC1=CC=CC=C1)=O)=O (benzyl [(3R,7S)-1-methyl-2-oxo-7-phenyl-2,3,4,7-tetrahydro-1H-azepin-3-yl]carbamate), CN1C([C@@H](CC=C[C@@H]1C1=CC=CC=C1)NC(OCC1=CC=CC=C1)=O)=O (benzyl [(3R,7R)-1-methyl-2-oxo-7-phenyl-2,3,4,7-tetrahydro-1H-azepin-3-yl]carbamate). Isolated yield 83.0%. RXN SMILES: [CH3:1][N:2]([CH:20]([C:23]1[CH:28]=[CH:27][CH:26]=[CH:25][CH:24]=1)C=C)[C:3]([C@H:5]([NH:9][C:10](=[O:19])[O:11][CH2:12][C:13]1[CH:18]=[CH:17][CH:16]=[CH:15][CH:14]=1)[CH2:6][CH:7]=[CH2:8])=[O:4]>C1(C)C=CC=CC=1.Cl[Ru](=CC1C=CC=CC=1)([P](C1CCCCC1)(C1CCCCC1)C1CCCCC1)([P](C1CCCCC1)(C1CCCCC1)C1CCCCC1)Cl>[CH3:1][N:2]1[C@H:20]([C:23]2[CH:24]=[CH:25][CH:26]=[CH:27][CH:28]=2)[CH:8]=[CH:7][CH2:6][C@@H:5]([NH:9][C:10](=[O:19])[O:11][CH2:12][C:13]2[CH:18]=[CH:17][CH:16]=[CH:15][CH:14]=2)[C:3]1=[O:4].[CH3:1][N:2]1[C@@H:20]([C:23]2[CH:24]=[CH:25][CH:26]=[CH:27][CH:28]=2)[CH:8]=[CH:7][CH2:6][C@@H:5]([NH:9][C:10](=[O:19])[O:11][CH2:12][C:13]2[CH:18]=[CH:17][CH:16]=[CH:15][CH:14]=2)[C:3]1=[O:4] |^1:44,63|. Reported procedure: To a solution of benzyl ((1R)-1-{[methyl(1-phenylprop-2-en-1-yl)amino]carbonyl}but-3-en-1-yl)carbamate (3b) (1.01 g) dissolved in Toluene (100 mL) at 80° C. under N2 was added Grubbs catalyst (2nd generation) (113 mg) and the reaction mixture was stirred at 80° C. for 50 min., cooled to RT and concentrated in vacuo. The crude product was directly purified via flash chromatography (gradient—10%, 15%, 20% and 30% EtOAc/hexanes) to give the title compound (3c) (331 mg) and benzyl [(3R,7R)-1-methyl-...